From a dataset of the Open Reaction Database (ORD), a public repository of structured organic reaction records. describe an organic reaction: reactants, conditions, products, and yield Reactants: FC=1C(=CC=C2C=CN(C12)[Si](C(C)C)(C(C)C)C(C)C)B1OC(C(O1)(C)C)(C)C (7-Fluoro-6-(4,4,5,5-tetramethyl-1,3,2-dioxaborolan-2-yl)-1-(triisopropylsilyl)-1H-indole), C(C)#N.O (acetonitrile water), NC1=C(C(=NC(=C1F)Cl)C(=O)OC)Cl (methyl 4-amino-3,6-dichloro-5-fluoropicolinate), C([O-])([O-])=O.[Na+].[Na+] (sodium carbonate). Reagents/catalysts: Cl[Pd]([P](C1=CC=CC=C1)(C2=CC=CC=C2)C3=CC=CC=C3)([P](C4=CC=CC=C4)(C5=CC=CC=C5)C6=CC=CC=C6)Cl (bis(triphenylphosphine)palladium(II) chloride). The solvent is O (water), C(C)(=O)OCC (ethyl acetate). Run at temperature 110 celsius. Product: NC1=C(C(=NC(=C1F)C1=CC=C2C=CN(C2=C1F)[Si](C(C)C)(C(C)C)C(C)C)C(=O)OC)Cl (methyl 4-amino-3-chloro-5-fluoro-6-(7-fluoro-1-(triisopropylsilyl)-1H-indol-6-yl)picolinate). Isolated yield 43.9%. As a reaction SMILES: [F:1][C:2]1[C:3](B2OC(C)(C)C(C)(C)O2)=[CH:4][CH:5]=[C:6]2[C:10]=1[N:9]([Si:11]([CH:18]([CH3:20])[CH3:19])([CH:15]([CH3:17])[CH3:16])[CH:12]([CH3:14])[CH3:13])[CH:8]=[CH:7]2.[NH2:30][C:31]1[C:36]([F:37])=[C:35](Cl)[N:34]=[C:33]([C:39]([O:41][CH3:42])=[O:40])[C:32]=1[Cl:43].C(=O)([O-])[O-].[Na+].[Na+].C(#N)C.O>Cl[Pd](Cl)([P](C1C=CC=CC=1)(C1C=CC=CC=1)C1C=CC=CC=1)[P](C1C=CC=CC=1)(C1C=CC=CC=1)C1C=CC=CC=1.O.C(OCC)(=O)C>[NH2:30][C:31]1[C:36]([F:37])=[C:35]([C:3]2[C:2]([F:1])=[C:10]3[C:6]([CH:7]=[CH:8][N:9]3[Si:11]([CH:15]([CH3:17])[CH3:16])([CH:12]([CH3:13])[CH3:14])[CH:18]([CH3:20])[CH3:19])=[CH:5][CH:4]=2)[N:34]=[C:33]([C:39]([O:41][CH3:42])=[O:40])[C:32]=1[Cl:43] |f:2.3.4,5.6,^1:56,75|. Reported procedure: 7-Fluoro-6-(4,4,5,5-tetramethyl-1,3,2-dioxaborolan-2-yl)-1-(triisopropylsilyl)-1H-indole (1.0 g, 2.4 mmol), methyl 4-amino-3,6-dichloro-5-fluoropicolinate (630 mg, 2.6 mmol), sodium carbonate (250 mg, 2.4 mmol) and with bis(triphenylphosphine)palladium(II) chloride (170 mg, 0.24 mmol) were combined in 10 mL of 1:1 v/v acetonitrile-water and heated at 110° C. for 30 min in a Biotage Initiator microwave reactor. The mixture was stirred with 30 mL ethyl acetate and 20 mL water and filtered through ... Reactants: C(C1=CC=CC=C1)N1C2=CC=CC=C2C=2C(C(CCC12)(Cl)Cl)=O (9-benzyl-3,3-dichloro-1,2,3,9-tetrahydro-4H-carbazol-4-one), [Li+].[Cl-] (LiCl), Li2CO3. Run in CN(C)C=O (DMF). Reaction conditions: temperature 135 celsius. Yields the product C(C1=CC=CC=C1)N1C2=CC=CC=C2C=2C(=C(C=CC12)Cl)O (9-benzyl-3-chloro-9H-carbazol-4-ol). Isolated yield 69.7%. RXN SMILES: [CH2:1]([N:8]1[C:20]2[CH2:19][CH2:18][C:17](Cl)([Cl:21])[C:16](=[O:23])[C:15]=2[C:14]2[C:9]1=[CH:10][CH:11]=[CH:12][CH:13]=2)[C:2]1[CH:7]=[CH:6][CH:5]=[CH:4][CH:3]=1.[Li+].[Cl-]>CN(C=O)C>[CH2:1]([N:8]1[C:20]2[CH:19]=[CH:18][C:17]([Cl:21])=[C:16]([OH:23])[C:15]=2[C:14]2[C:9]1=[CH:10][CH:11]=[CH:12][CH:13]=2)[C:2]1[CH:7]=[CH:6][CH:5]=[CH:4][CH:3]=1 |f:1.2|. Reported procedure: A mixture of 9-benzyl-3,3-dichloro-1,2,3,9-tetrahydro-4H-carbazol-4-one (0.225 g, 1.78 mmol), LiCl (0.225 g, 5.34 mmol), Li2CO3 (0.395 g, 5.34 mmol), and DMF (6 mL) is heated at 135° C. for 45 min. After cooling, the mixture is partitioned between ethyl ether and aq. ammonium chloride/brine and brine. The organic layer is dried over magnesium sulfate and concentrated to dryness. Chromatography on silica gel (40 mL) using ethyl acetate/hexane (10/90) gave 0.382 g of 9-benzyl-3-chloro-9H-carbazol-... Reactants: NN1C(N(C2C1CC(C2)O)CCC)=O (1-amino-3-propyl-5-hydroxyhexahydrocyclopenta[d]imidazole-2(1H)-one), C(C)(=O)OC(C=O)C1CCCCC1 (2-acetoxy-2-cyclohexylacetaldehyde), C(C)(=O)[O-].[Na+] (sodium acetate). Solvent: CO (methanol). Reaction conditions: temperature 15 celsius, time 16 hour. Yields the product OC1CC2C(N(C(N2CCC)=O)N=CC(OC(C)=O)C2CCCCC2)C1 (5-Hydroxy-1-(2-cyclohexyl-2-acetoxyethylideneamino)-3-propylhexahydrocyclopenta[d]imidazole-2(1H)-one). Isolated yield 117.8%. As a reaction SMILES: [NH2:1][N:2]1[CH:6]2[CH2:7][CH:8]([OH:10])[CH2:9][CH:5]2[N:4]([CH2:11][CH2:12][CH3:13])[C:3]1=[O:14].[C:15]([O:18][CH:19]([CH:22]1[CH2:27][CH2:26][CH2:25][CH2:24][CH2:23]1)[CH:20]=O)(=[O:17])[CH3:16].C([O-])(=O)C.[Na+]>CO>[OH:10][CH:8]1[CH2:7][CH:6]2[N:2]([N:1]=[CH:20][CH:19]([CH:22]3[CH2:27][CH2:26][CH2:25][CH2:24][CH2:23]3)[O:18][C:15](=[O:17])[CH3:16])[C:3](=[O:14])[N:4]([CH2:11][CH2:12][CH3:13])[CH:5]2[CH2:9]1 |f:2.3|. Reported procedure: A solution of the compound of step (g) (5.0 g) and 2-acetoxy-2-cyclohexylacetaldehyde (Ross et al, J. Med. Chem., 22, 412 (1979), 6.0 g) in methanol (175 ml) containing sodium acetate (3.64 g) was stirred at 15° C. under a nitrogen atmosphere for 16 hours. The alcohol was removed in vacuo and water (100 ml) and chloroform (100 ml) added. The organic phase was separated and washed with brine (100 ml), then dried over anhy. sodium sulphate. Filtration and concentration of the filtrate in vacuo gav... The reactants are COc1cc2nccc(Oc3ccc(N4CC(C(=O)O)CC4=O)cc3)c2cc1OC, CCN=C=NCCCN(C)C, CCOC(C)=O, Nc1ccccc1, CN(C)C=O, On1nnc2ccccc21. Yields the product COc1cc2nccc(Oc3ccc(N4CC(C(=O)Nc5ccccc5)CC4=O)cc3)c2cc1OC. Reaction SMILES: [CH3:1][O:2][c:3]1[cH:4][c:5]2[c:6]([O:15][c:16]3[cH:17][cH:18][c:19]([N:22]4[CH2:23][CH:24]([C:28](=[O:29])[OH:30])[CH2:25][C:26]4=[O:27])[cH:20][cH:21]3)[cH:7][cH:8][n:9][c:10]2[cH:11][c:12]1[O:13][CH3:14].[CH3:48][CH2:49][N:50]=[C:51]=[N:52][CH2:53][CH2:54][CH2:55][N:56]([CH3:57])[CH3:58].[CH3:64][CH2:65][O:66][C:67]([CH3:68])=[O:69].[NH2:31][c:32]1[cH:33][cH:34][cH:35][cH:36][cH:37]1.[O:59]=[CH:60][N:61]([CH3:62])[CH3:63].[OH:38][n:39]1[c:40]2[c:41]([cH:42][cH:43][cH:44][cH:45]2)[n:46][n:47]1>>[CH3:1][O:2][c:3]1[cH:4][c:5]2[c:6]([O:15][c:16]3[cH:17][cH:18][c:19]([N:22]4[CH2:23][CH:24]([C:28](=[O:30])[NH:31][c:32]5[cH:33][cH:34][cH:35][cH:36][cH:37]5)[CH2:25][C:26]4=[O:27])[cH:20][cH:21]3)[cH:7][cH:8][n:9][c:10]2[cH:11][c:12]1[O:13][CH3:14]. Reactants: O (water), COC1=CC=C(C=C1)C=1N=C(NC1C1=CC=C(C=C1)OC)C(C(F)(F)F)=O (1-[4,5-Bis(4-methoxyphenyl)-1H-imidazol-2-yl]2,2,2-trifluoro-1-ethanone), Cl (HCl), [BH4-].[Na+] (sodium borohydride). The solvent is C(C)O (ethanol). Conditions: time 0.5 hour. Product: COC1=CC=C(C=C1)C=1N=C(NC1C1=CC=C(C=C1)OC)C(O)C(F)(F)F (4,5-Bis(4-methoxyphenyl)-α-(trifluoromethyl)-1H-imidazole-2-methanol). RXN SMILES: [CH3:1][O:2][C:3]1[CH:8]=[CH:7][C:6]([C:9]2[N:10]=[C:11]([C:22](=[O:27])[C:23]([F:26])([F:25])[F:24])[NH:12][C:13]=2[C:14]2[CH:19]=[CH:18][C:17]([O:20][CH3:21])=[CH:16][CH:15]=2)=[CH:5][CH:4]=1.[BH4-].[Na+].Cl.O>C(O)C>[CH3:21][O:20][C:17]1[CH:16]=[CH:15][C:14]([C:13]2[N:12]=[C:11]([CH:22]([C:23]([F:25])([F:26])[F:24])[OH:27])[NH:10][C:9]=2[C:6]2[CH:7]=[CH:8][C:3]([O:2][CH3:1])=[CH:4][CH:5]=2)=[CH:19][CH:18]=1 |f:1.2|. Procedure details: To a stirred solution of 3.8 g (10 mmoles) of the compound of Example 9 in 50 ml ethanol chilled to 0°-5°, was added 1.0 g (25 mmoles) sodium borohydride all at once. After 0.5 hour at that temperature, the cooling was discontinued, and the reaction was allowed to proceed at room temperature for 1 hour. The reaction mixture was then chilled to 0°-10° C., and 40 ml of 2 N HCl was cautiously added, followed by another 40 ml of water. Most of the ethanol was removed under vacuo. The crystalline pro... Starting materials: O=C1NC(C2CC(=C(CC12)O[Si](C)(C)C)O[Si](C)(C)C)=O (1,3,3a,4,7,7a-hexahydro-1,3-dioxo-5,6-bis(trimethylsiloxy)-isoindole), ClC1=CC=C(C=C1)NN (4-chlorophenyl hydrazine). The solvent is C(C)(=O)O (acetic acid), CO (methanol). Yields the product ClC1=CC=C(C=C1)N=NC=1CC2C(NC(C2CC1NNC1=CC=C(C=C1)Cl)=O)=O (5-[(4-chlorophenyl)-azo]-6-[N'-(4-chlorophenyl)-hydrazino]-1,3,3a,4,7,7a-hexahydro-1,3-dioxoisoindole). Reaction SMILES: [O:1]=[C:2]1[CH:10]2[CH:5]([CH2:6][C:7](O[Si](C)(C)C)=[C:8](O[Si](C)(C)C)[CH2:9]2)[C:4](=[O:21])[NH:3]1.[Cl:22][C:23]1[CH:28]=[CH:27][C:26]([NH:29][NH2:30])=[CH:25][CH:24]=1>CO.C(O)(=O)C>[Cl:22][C:23]1[CH:28]=[CH:27][C:26]([N:29]=[N:30][C:7]2[CH2:6][CH:5]3[CH:10]([CH2:9][C:8]=2[NH:30][NH:29][C:26]2[CH:27]=[CH:28][C:23]([Cl:22])=[CH:24][CH:25]=2)[C:2](=[O:1])[NH:3][C:4]3=[O:21])=[CH:25][CH:24]=1. Procedure: 8 g (24.4 mmole) 1,3,3a,4,7,7a-hexahydro-1,3-dioxo-5,6-bis(trimethylsiloxy)-isoindole and 11.4 g (80 mmole) 4-chlorophenyl hydrazine are boiled under reflux for 16 hours in 50 ml methanol and 50 ml glacial acetic acid. The crystals precipitated out after cooling are filtered off, after-washed several times with methanol, and dried. One obtains 5-[(4-chlorophenyl)-azo]-6-[N'-(4-chlorophenyl)-hydrazino]-1,3,3a,4,7,7a-hexahydro-1,3-dioxoisoindole in the form of yellow-green crystals.